Dataset: the Open Reaction Database (ORD), a public repository of structured organic reaction records. Task: describe an organic reaction: reactants, conditions, products, and yield As a reaction SMILES: [CH2:66]1[O:67][CH2:68][CH2:69][CH2:70]1.[CH:51](=[O:52])[OH:53].[O:54]=[C:55]([O:56][CH2:57][CH3:58])[N:59]=[N:60][C:61]([O:62][CH2:63][CH3:64])=[O:65].[OH:1][CH:2]1[CH2:3][CH2:4][C:5]([CH3:8])([C:9](=[O:10])[c:11]2[cH:12][nH:13][c:14]3[n:15][cH:16][c:17](-[c:20]4[cH:21][c:22]([O:30][CH3:31])[c:23]([O:28][CH3:29])[c:24]([O:26][CH3:27])[cH:25]4)[n:18][c:19]23)[CH2:6][CH2:7]1.[c:32]1([P:33]([c:34]2[cH:35][cH:36][cH:37][cH:38][cH:39]2)[c:40]2[cH:41][cH:42][cH:43][cH:44][cH:45]2)[cH:46][cH:47][cH:48][cH:49][cH:50]1>>[O:1]([CH:2]1[CH2:3][CH2:4][C:5]([CH3:8])([C:9](=[O:10])[c:11]2[cH:12][nH:13][c:14]3[n:15][cH:16][c:17](-[c:20]4[cH:21][c:22]([O:30][CH3:31])[c:23]([O:28][CH3:29])[c:24]([O:26][CH3:27])[cH:25]4)[n:18][c:19]23)[CH2:6][CH2:7]1)[CH:51]=[O:52]. The reactants are C1CCOC1, O=CO, CCOC(=O)N=NC(=O)OCC, COc1cc(-c2cnc3[nH]cc(C(=O)C4(C)CCC(O)CC4)c3n2)cc(OC)c1OC, c1ccc(P(c2ccccc2)c2ccccc2)cc1. Product: COc1cc(-c2cnc3[nH]cc(C(=O)C4(C)CCC(OC=O)CC4)c3n2)cc(OC)c1OC. The reactants are CS(=O)(=O)OCC1(CN2C(O1)=NC(=C2)[N+](=O)[O-])C (2-methyl-6-nitro-2,3-dihydro-imidazo[2,1-b]oxazol-2-ylmethyl methanesulfonate), BrC1=CC=C(C=C1)C1=NNC(O1)=O (5-(4-bromophenyl)-3H-[1,3,4]oxadiazol-2-one), C([O-])([O-])=O.[K+].[K+] (potassium carbonate), [I-].[Na+] (sodium iodide). The solvent is CN(C)C=O (DMF), O (water). Conditions: temperature 100 celsius, time 3 hour. Product: BrC1=CC=C(C=C1)C1=NN(C(O1)=O)CC1(CN2C(O1)=NC(=C2)[N+](=O)[O-])C (5-(4-bromophenyl)-3-(2-methyl-6-nitro-2,3-dihydro-imidazo[2,1-b]oxazol-2-ylmethyl)-3H-[1,3,4]oxadiazol-2-one). Yield: 1.5%. RXN SMILES: CS(O[CH2:6][C:7]1([CH3:18])[O:11][C:10]2=[N:12][C:13]([N+:15]([O-:17])=[O:16])=[CH:14][N:9]2[CH2:8]1)(=O)=O.[Br:19][C:20]1[CH:25]=[CH:24][C:23]([C:26]2[O:30][C:29](=[O:31])[NH:28][N:27]=2)=[CH:22][CH:21]=1.C(=O)([O-])[O-].[K+].[K+].[I-].[Na+]>O.CN(C=O)C>[Br:19][C:20]1[CH:21]=[CH:22][C:23]([C:26]2[O:30][C:29](=[O:31])[N:28]([CH2:6][C:7]3([CH3:18])[O:11][C:10]4=[N:12][C:13]([N+:15]([O-:17])=[O:16])=[CH:14][N:9]4[CH2:8]3)[N:27]=2)=[CH:24][CH:25]=1 |f:2.3.4,5.6|. Procedure: A mixture of 2-methyl-6-nitro-2,3-dihydro-imidazo[2,1-b]oxazol-2-ylmethyl methanesulfonate prepared in Example 41 (1.02 g, 3.67 mmol), 5-(4-bromophenyl)-3H-[1,3,4]oxadiazol-2-one (680 mg, 2.82 mmol), potassium carbonate (580 mg, 4.2 mmol), sodium iodide (890 mg, 5.94 mmol) and DMF (15 ml) was stirred at 100° C. for 3 hours. The reaction mixture was allowed to return to room temperature. To the solution, water was added, and the resulting solution was extracted with ethyl acetate twice. The organ...